This data is from the Open Reaction Database (ORD), a public repository of structured organic reaction records. The task is: describe an organic reaction: reactants, conditions, products, and yield Yields the product BrC1=CNC=2N=CN=C(C21)C=2C=C(N)C=CC2 (3-(5-bromo-7H-pyrrolo[2,3-d]pyrimidin-4-yl)aniline). RXN SMILES: [Br:1][C:2]1[C:10]2[C:9]([C:11]3[CH:16]=[CH:15][CH:14]=[C:13]([N+:17]([O-])=O)[CH:12]=3)=[N:8][CH:7]=[N:6][C:5]=2[NH:4][CH:3]=1>CO.[Pt]>[Br:1][C:2]1[C:10]2[C:9]([C:11]3[CH:12]=[C:13]([CH:14]=[CH:15][CH:16]=3)[NH2:17])=[N:8][CH:7]=[N:6][C:5]=2[NH:4][CH:3]=1. The reactants are BrC1=CNC=2N=CN=C(C21)C2=CC(=CC=C2)[N+](=O)[O-] (5-bromo-4-(3-nitrophenyl)-7H-pyrrolo[2,3-d]pyrimidine). Solvent: CO (methanol). Reaction conditions: time 8 hour. Procedure: To 5-bromo-4-(3-nitrophenyl)-7H-pyrrolo[2,3-d]pyrimidine (9.5 g, 30 mmol) in methanol (99 mL) was added 3% Pt on carbon doped with 0.6% V (4.84 g, 0.744 mmol) and the mixture was stirred under H2 balloon overnight. The mixture was filtered over Celite and the filtrate washed with DCM/MeOH. The reaction solution was then concentrated under reduced pressure to afford 3-(5-bromo-7H-pyrrolo[2,3-d]pyrimidin-4-yl)aniline. LRMS (ESI) calc'd for C12H10BrN4[M+H]+: 289, found 289. The reagents and catalysts are [Pt] (Pt on carbon). Starting materials: N1(CCOCC1)C=1C=CC(=NC1)N (5-morpholin-4-yl-pyridin-2-ylamine), BrC1=CC(=CN(C1=O)C)C=1C(=C(C=CC1)NC(C1=CC=C(C=C1)C(C)(C)C)=O)C (N-(3-(5-Bromo-1-methyl-6-oxo-1,6-dihydropyridin-3-yl)-2-methylphenyl)-4-tert-butylbenzamide), CC1(C2=CC=CC(=C2OC=2C(=CC=CC12)P(C1=CC=CC=C1)C1=CC=CC=C1)P(C1=CC=CC=C1)C1=CC=CC=C1)C (9,9-dimethyl-4,5-bis(diphenylphosphino)xanthene), C(=O)([O-])[O-].[Cs+].[Cs+] (Cs2CO3). Reagents/catalysts: C=1C=CC(=CC1)/C=C/C(=O)/C=C/C2=CC=CC=C2.C=1C=CC(=CC1)/C=C/C(=O)/C=C/C2=CC=CC=C2.C=1C=CC(=CC1)/C=C/C(=O)/C=C/C2=CC=CC=C2.[Pd].[Pd] (Pd2(dba)3). Run in O1CCOCC1 (dioxane). Conditions: temperature 95 celsius. Product: C(C)(C)(C)C1=CC=C(C(=O)NC2=C(C(=CC=C2)C2=CN(C(C(=C2)NC2=NC=C(C=C2)N2CCOCC2)=O)C)C)C=C1 (4-tert-butyl-N-{2-methyl-3-[1-methyl-5-(5-morpholin-4-yl-pyridin-2-ylamino)-6-oxo-1,6-dihydro-pyridin-3-yl]-phenyl}-benzamide). Yield: 41.4%. Reaction SMILES: [N:1]1([C:7]2[CH:8]=[CH:9][C:10]([NH2:13])=[N:11][CH:12]=2)[CH2:6][CH2:5][O:4][CH2:3][CH2:2]1.Br[C:15]1[C:20](=[O:21])[N:19]([CH3:22])[CH:18]=[C:17]([C:23]2[C:24]([CH3:42])=[C:25]([NH:29][C:30](=[O:41])[C:31]3[CH:36]=[CH:35][C:34]([C:37]([CH3:40])([CH3:39])[CH3:38])=[CH:33][CH:32]=3)[CH:26]=[CH:27][CH:28]=2)[CH:16]=1.CC1(C)C2C=CC=C(P(C3C=CC=CC=3)C3C=CC=CC=3)C=2OC2C1=CC=CC=2P(C1C=CC=CC=1)C1C=CC=CC=1.C([O-])([O-])=O.[Cs+].[Cs+]>O1CCOCC1.C1C=CC(/C=C/C(/C=C/C2C=CC=CC=2)=O)=CC=1.C1C=CC(/C=C/C(/C=C/C2C=CC=CC=2)=O)=CC=1.C1C=CC(/C=C/C(/C=C/C2C=CC=CC=2)=O)=CC=1.[Pd].[Pd]>[C:37]([C:34]1[CH:35]=[CH:36][C:31]([C:30]([NH:29][C:25]2[CH:26]=[CH:27][CH:28]=[C:23]([C:17]3[CH:16]=[C:15]([NH:13][C:10]4[CH:9]=[CH:8][C:7]([N:1]5[CH2:6][CH2:5][O:4][CH2:3][CH2:2]5)=[CH:12][N:11]=4)[C:20](=[O:21])[N:19]([CH3:22])[CH:18]=3)[C:24]=2[CH3:42])=[O:41])=[CH:32][CH:33]=1)([CH3:40])([CH3:38])[CH3:39] |f:3.4.5,7.8.9.10.11|. Procedure details: A 48-mL sealed tube equipped with a magnetic stirring bar was charged with 5-morpholin-4-yl-pyridin-2-ylamine (0.065 g, 0.36 mmol), N-[3-(5-bromo-1-methyl-6-oxo-1,6-dihydro-pyridin-3-yl)-2-methyl-phenyl]-4-tert-butyl-benzamide (13) (0.16 g, 0.35 mmol), Pd2(dba)3 (0.030 g, 0.030 mmol), 9,9-dimethyl-4,5-bis(diphenylphosphino)xanthene (0.030 g, 0.050 mmol), and Cs2CO3 (0.22 g, 0.66 mmol) in dioxane (10 mL). After the mixture was degassed for 15 min., it was heated at 95° C. for 16 h. Then, the reac...